This data is from the Open Reaction Database (ORD), a public repository of structured organic reaction records. The task is: describe an organic reaction: reactants, conditions, products, and yield Starting materials: C(=C\C1=CC=CC=C1)/B(O)O (trans-β-styreneboronic acid), C([O-])([O-])=O.[Na+].[Na+] (sodium carbonate), BrC=1C2=C(N(N1)C(C)OCC)SC(=C2)C(=O)OCC (ethyl 3-bromo-1-(1-ethoxyethyl)-1H-thieno[2,3-c]pyrazole-5-carboxylate). Reagents/catalysts: [Pd].C1(=CC=CC=C1)P(C1=CC=CC=C1)C1=CC=CC=C1.C1(=CC=CC=C1)P(C1=CC=CC=C1)C1=CC=CC=C1.C1(=CC=CC=C1)P(C1=CC=CC=C1)C1=CC=CC=C1.C1(=CC=CC=C1)P(C1=CC=CC=C1)C1=CC=CC=C1 (tetrakis(triphenylphosphine)-palladium). The solvent is O (water), C(C)(=O)OCC (ethyl acetate), C(C)O (ethanol), O (water), C1(=CC=CC=C1)C (toluene). Reaction conditions: temperature 82 celsius. The product is C(C)OC(C)N1N=C(C2=C1SC(=C2)C(=O)OCC)\C=C\C2=CC=CC=C2 (ethyl 1-(1-ethoxyethyl)-3-((E)-styryl)-1H-thieno[2,3-c]pyrazole-5-carboxylate). Isolated yield 87.2%. As a reaction SMILES: [CH:1](/B(O)O)=[CH:2]\[C:3]1[CH:8]=[CH:7][CH:6]=[CH:5][CH:4]=1.C(=O)([O-])[O-].[Na+].[Na+].Br[C:19]1[C:20]2[CH:31]=[C:30]([C:32]([O:34][CH2:35][CH3:36])=[O:33])[S:29][C:21]=2[N:22]([CH:24]([O:26][CH2:27][CH3:28])[CH3:25])[N:23]=1>C(O)C.O.C1(C)C=CC=CC=1.C(OCC)(=O)C.[Pd].C1(P(C2C=CC=CC=2)C2C=CC=CC=2)C=CC=CC=1.C1(P(C2C=CC=CC=2)C2C=CC=CC=2)C=CC=CC=1.C1(P(C2C=CC=CC=2)C2C=CC=CC=2)C=CC=CC=1.C1(P(C2C=CC=CC=2)C2C=CC=CC=2)C=CC=CC=1>[CH2:27]([O:26][CH:24]([N:22]1[C:21]2[S:29][C:30]([C:32]([O:34][CH2:35][CH3:36])=[O:33])=[CH:31][C:20]=2[C:19](/[CH:1]=[CH:2]/[C:3]2[CH:8]=[CH:7][CH:6]=[CH:5][CH:4]=2)=[N:23]1)[CH3:25])[CH3:28] |f:1.2.3,9.10.11.12.13|. Reported procedure: 1.7 g (1.4 mmol) of tetrakis(triphenylphosphine)-palladium [0], a solution of 6.6 g (43.2 mmol) of trans-β-styreneboronic acid in 40 cm3 of ethanol, and then a solution of 9.2 g (86.4 mmol) of sodium carbonate in 40 cm3 of water are successively added to a solution of 10.0 g (28.8 mmol) of ethyl 3-bromo-1-(1-ethoxyethyl)-1H-thieno[2,3-c]pyrazole-5-carboxylate in 300 cm3 of toluene. The reaction mixture is heated at a temperature in the region of 82° C. for 2.5 hours and is then cooled to a tempe... Starting materials: C[C@@]12[C@H](CC[C@H]1[C@@H]1CC[C@H]3CC(CC[C@]3(C)[C@H]1CC2)=O)C(=O)O (5α-androstan-3-one 17β-carboxylic acid), CC([C@H]1CC[C@H]2[C@@H]3CC[C@H]4CC(CC[C@]4(C)[C@H]3CC[C@]12C)=O)=O (5α-pregnan-3,20 -dione), C(C(=O)Cl)(=O)Cl (oxalyl chloride). Run in C1=CC=CC=C1 (benzene). Yields the product ClC(=O)[C@@H]1[C@]2(C)[C@@H](CC1)[C@@H]1CC[C@H]3CC(CC[C@]3(C)[C@H]1CC2)=O (17β-chlorocarbonyl-5α-androstan-3-one). Reaction SMILES: [CH3:1][C@:2]12[CH2:19][CH2:18][C@H:17]3[C@@H:7]([CH2:8][CH2:9][C@@H:10]4[C@:15]3([CH3:16])[CH2:14][CH2:13][C:12](=[O:20])[CH2:11]4)[C@@H:6]1[CH2:5][CH2:4][C@@H:3]2[C:21]([OH:23])=O.CC(=O)[C@@H]1[C@]2(C)[C@H]([C@H]3[C@H](CC2)[C@]2(C)[C@H](CC(=O)CC2)CC3)CC1.C(Cl)(=O)C([Cl:50])=O>C1C=CC=CC=1>[Cl:50][C:21]([C@H:3]1[CH2:4][CH2:5][C@H:6]2[C@H:7]3[C@H:17]([CH2:18][CH2:19][C@:2]12[CH3:1])[C@:15]1([CH3:16])[C@H:10]([CH2:11][C:12](=[O:20])[CH2:13][CH2:14]1)[CH2:9][CH2:8]3)=[O:23]. Reported procedure: A solution of 5α-androstan-3-one 17β-carboxylic acid (2.1 g., corrected for the presence of 15% 5α-pregnan-3,20 -dione) and oxalyl chloride (4 ml.) in dry benzene (125 ml.) was refluxed for 1.5 hours before evaporation to dryness to afford crude 17β-chlorocarbonyl-5α-androstan-3-one. Morpholinoethanol (5 ml.) was added to a stirred solution of the acid chloride in dry ether (125 ml.) and pyridine (3 ml.) at room temperature. After 1 hour the mixture was diluted with ether (100 ml.) and washed wi... Reactants: [H-].[Na+] (sodium hydride), C1(=CC=CC=C1)C=1NC=CN1 (2-phenylimidazole), C(C(C)C)NC1=C(C=CC(=C1)F)[N+](=O)[O-] (N-[isobutyl]2-nitro-5-fluoroaniline). The solvent is C(C)(=O)OCC (ethyl acetate), CN(C=O)C (dimethylformamide). Reaction conditions: time 15 minute. The product is C(C(C)C)NC=1C=C(C=CC1[N+](=O)[O-])N1C(=NC=C1)C1=CC=CC=C1 (1-(3-(Isobutylamino)-4-nitrophenyl)-2-phenyl-1H-imidazole). The yield is 56.7%. Reaction SMILES: [H-].[Na+].[C:3]1([C:9]2[NH:10][CH:11]=[CH:12][N:13]=2)[CH:8]=[CH:7][CH:6]=[CH:5][CH:4]=1.[CH2:14]([NH:18][C:19]1[CH:24]=[C:23](F)[CH:22]=[CH:21][C:20]=1[N+:26]([O-:28])=[O:27])[CH:15]([CH3:17])[CH3:16]>CN(C)C=O.C(OCC)(=O)C>[CH2:14]([NH:18][C:19]1[CH:24]=[C:23]([N:13]2[CH:12]=[CH:11][N:10]=[C:9]2[C:3]2[CH:4]=[CH:5][CH:6]=[CH:7][CH:8]=2)[CH:22]=[CH:21][C:20]=1[N+:26]([O-:28])=[O:27])[CH:15]([CH3:17])[CH3:16] |f:0.1|. Procedure details: Add sodium hydride (60% oil dispersion, 94 mg, 2.36 mmol) to a solution of 2-phenylimidazole (340 mg, 2.36 mmol) in 8 mL dimethylformamide. Stir at room temperature for 15 minutes and then add N-[isobutyl]2-nitro-5-fluoroaniline (500 mg, 2.36 mmol). Stir at 60° C. over night under a nitrogen atmosphere. Dilute the reaction mixture with ethyl acetate and wash with dilute aqueous sodium bicarbonate. Dry the organic phase over sodium sulfate, filter, and concentrate under reduced pressure. Subject ... Reactants: CC(C)(C)OC(=O)NCCn1cnc(N)c1, ClCCl, O=C=Nc1cccc(C(F)(F)F)c1. Yields the product CC(C)(C)OC(=O)NCCn1cnc(NC(=O)Nc2cccc(C(F)(F)F)c2)c1. RXN SMILES: [C:1]([CH3:2])([CH3:3])([CH3:4])[O:5][C:6]([NH:7][CH2:8][CH2:9][n:10]1[cH:11][n:12][c:13]([NH2:15])[cH:14]1)=[O:16].[Cl:30][CH2:31][Cl:32].[F:17][C:18]([c:19]1[cH:20][c:21]([N:25]=[C:26]=[O:27])[cH:22][cH:23][cH:24]1)([F:28])[F:29]>>[C:1]([CH3:2])([CH3:3])([CH3:4])[O:5][C:6]([NH:7][CH2:8][CH2:9][n:10]1[cH:11][n:12][c:13]([NH:15][C:26]([NH:25][c:21]2[cH:20][c:19]([C:18]([F:17])([F:28])[F:29])[cH:24][cH:23][cH:22]2)=[O:27])[cH:14]1)=[O:16]. The reactants are O1CCC(CC1)CO (tetrahydro-2H-pyran-4-yl-methanol), OC=1C=C(C(=O)OCC)C=CC1 (ethyl 3-hydroxybenzoate). Product: O1CCC(CC1)COC=1C=C(C(=O)O)C=CC1 (3-(Tetrahydro-pyran-4-ylmethoxy)-benzoic acid). As a reaction SMILES: [O:1]1[CH2:6][CH2:5][CH:4]([CH2:7][OH:8])[CH2:3][CH2:2]1.O[C:10]1[CH:11]=[C:12]([CH:18]=[CH:19][CH:20]=1)[C:13]([O:15]CC)=[O:14]>>[O:1]1[CH2:6][CH2:5][CH:4]([CH2:7][O:8][C:10]2[CH:11]=[C:12]([CH:18]=[CH:19][CH:20]=2)[C:13]([OH:15])=[O:14])[CH2:3][CH2:2]1. Reported procedure: Prepared from tetrahydro-2H-pyran-4-yl-methanol and ethyl 3-hydroxybenzoate. The reactants are BrC1=CC(=C(C=C1)S(=O)(=O)C)F (4-bromo-2-fluoro-1-methylsulfonyl-benzene), CS(=O)(=O)CCO (2-methanesulfonyl-ethanol), Cl (hydrochloric acid), [H-].[Na+] (Sodium hydride). Run in CN(C)C=O (DMF). Product: BrC=1C=CC(=C(C1)O)S(=O)(=O)C (5-bromo-2-methylsulfonyl-phenol). Isolated yield 86.0%. RXN SMILES: [Br:1][C:2]1[CH:7]=[CH:6][C:5]([S:8]([CH3:11])(=[O:10])=[O:9])=[C:4](F)[CH:3]=1.CS(CCO)(=O)=[O:15].[H-].[Na+].Cl>CN(C=O)C>[Br:1][C:2]1[CH:7]=[CH:6][C:5]([S:8]([CH3:11])(=[O:10])=[O:9])=[C:4]([OH:15])[CH:3]=1 |f:2.3|. Procedure: To 4-bromo-2-fluoro-1-methylsulfonyl-benzene (2 g, 7.9 mmol) in DMF (15 mL) is added 2-methanesulfonyl-ethanol (1.47 g, 11.85 mmol). Sodium hydride (948.16 mg, 23.71 mmol) is added in portions at 0° C. The reaction mixture is allowed to come to r.t. and is added dropwise into cooled aq. hydrochloric acid. The aq. layer is extracted with ethyl acetate. The organic layer is dried over MgSO4, filtered and concentrated. The crude residue is purified by reversed phase HPLC. Yield 86%, m/z 251/253[M+H...